This data is from the Open Reaction Database (ORD), a public repository of structured organic reaction records. The task is: describe an organic reaction: reactants, conditions, products, and yield The reactants are CCCCO, CCOC(C)=O, CCN(C(C)C)C(C)C, CCOc1cc(Nc2nc(Cl)ccc2[N+](=O)[O-])n[nH]1, Cl, CC(N)c1ncc(F)cn1. The product is CCOc1cc(Nc2nc(NC(C)c3ncc(F)cn3)ccc2[N+](=O)[O-])n[nH]1. RXN SMILES: [CH2:40]([OH:41])[CH2:42][CH2:43][CH3:44].[CH3:45][CH2:46][O:47][C:48](=[O:49])[CH3:50].[CH:31]([N:32]([CH:33]([CH3:34])[CH3:35])[CH2:36][CH3:37])([CH3:38])[CH3:39].[Cl:1][c:2]1[cH:3][cH:4][c:5]([N+:17](=[O:18])[O-:19])[c:6]([NH:8][c:9]2[n:10][nH:11][c:12]([O:14][CH2:15][CH3:16])[cH:13]2)[n:7]1.[ClH:20].[F:21][c:22]1[cH:23][n:24][c:25]([CH:28]([CH3:29])[NH2:30])[n:26][cH:27]1>>[c:2]1([NH:30][CH:28]([c:25]2[n:24][cH:23][c:22]([F:21])[cH:27][n:26]2)[CH3:29])[cH:3][cH:4][c:5]([N+:17](=[O:18])[O-:19])[c:6]([NH:8][c:9]2[n:10][nH:11][c:12]([O:14][CH2:15][CH3:16])[cH:13]2)[n:7]1. Starting materials: C(CC)C(C(=O)O)CCCC=C (2-propyl-6-heptenoic acid), C(C)(=S)O (thioacetic acid). Reaction conditions: temperature 60 celsius, time 8 hour. Yields the product C(C)(=O)SCCCCCC(C(=O)O)CCC (7-acetylthio-2-propylheptanoic acid). Isolated yield 62.2%. As a reaction SMILES: [CH2:1]([CH:4]([CH2:8][CH2:9][CH2:10][CH:11]=[CH2:12])[C:5]([OH:7])=[O:6])[CH2:2][CH3:3].[C:13]([OH:16])(=[S:15])[CH3:14]>>[C:13]([S:15][CH2:12][CH2:11][CH2:10][CH2:9][CH2:8][CH:4]([CH2:1][CH2:2][CH3:3])[C:5]([OH:7])=[O:6])(=[O:16])[CH3:14]. Reported procedure: A mixture of 2-propyl-6-heptenoic acid (1 g) and thioacetic acid (450 mg) was heated for 4 hours at 60° C. and allowed to stand overnight at ambient temperature in an air-tight container. Excess thioacetic acid was evaporated under reduced pressure to give oil of 7-acetylthio-2-propylheptanoic acid (0.9 g).